describe an organic reaction: reactants, conditions, products, and yield From a dataset of the Open Reaction Database (ORD), a public repository of structured organic reaction records. Reactants: [N+](=O)([O-])[O-].[NH4+] (ammonium nitrate), C(C)(=O)[O-].[NH4+] (ammonium acetate), mineral spirits, [Ni] (nickel), C(C)C(C(=O)O)CCCC (2-ethylhexanoic acid). Solvent: O (water). Conditions: temperature 85 celsius. The product is C(C)C(C(=O)[O-])CCCC.[Ni+2].C(C)C(C(=O)[O-])CCCC (nickel 2-ethylhexanoate). Reaction SMILES: [Ni:1].[CH2:2]([CH:4]([CH2:8][CH2:9][CH2:10][CH3:11])[C:5]([OH:7])=[O:6])[CH3:3].[N+]([O-])([O-])=O.[NH4+].C([O-])(=O)C.[NH4+]>O>[CH2:2]([CH:4]([CH2:8][CH2:9][CH2:10][CH3:11])[C:5]([O-:7])=[O:6])[CH3:3].[Ni+2:1].[CH2:2]([CH:4]([CH2:8][CH2:9][CH2:10][CH3:11])[C:5]([O-:7])=[O:6])[CH3:3] |f:2.3,4.5,7.8.9|. Procedure details: A mixture of 50 grams (0.852 mole) of powdered nickel (particle size 3 to 7 microns), 248 grams (1.710 moles) of 2-ethylhexanoic acid (acid number, 387), a catalyst solution prepared by dissolving 10 grams of ammonium nitrate and 5 grams of ammonium acetate in 30 grams of water, and 170 grams of mineral spirits was agitated and heated to 85° C. The reaction mixture was maintained at 80°-85° C. for 6 hours while it was sparged with air at the rate of 30 liters per hour. It was then heated to 135°... The reactants are C1CCOC1, CON(C)C(=O)c1cn(Cc2cccc(Br)n2)c2ccccc2c1=O, CC(C)[Mg+], [Cl-], COc1ccc(I)nc1C. The product is COc1ccc(C(=O)c2cn(Cc3cccc(Br)n3)c3ccccc3c2=O)nc1C. As a reaction SMILES: [CH2:41]1[O:42][CH2:43][CH2:44][CH2:45]1.[CH3:1][O:2][N:3]([C:4](=[O:5])[c:6]1[cH:7][n:8]([CH2:17][c:18]2[n:19][c:20]([Br:24])[cH:21][cH:22][cH:23]2)[c:9]2[cH:10][cH:11][cH:12][cH:13][c:14]2[c:15]1=[O:16])[CH3:25].[CH:37]([Mg+:38])([CH3:39])[CH3:40].[Cl-:36].[I:26][c:27]1[cH:28][cH:29][c:30]([O:34][CH3:35])[c:31]([CH3:33])[n:32]1>>[C:4](=[O:5])([c:6]1[cH:7][n:8]([CH2:17][c:18]2[n:19][c:20]([Br:24])[cH:21][cH:22][cH:23]2)[c:9]2[cH:10][cH:11][cH:12][cH:13][c:14]2[c:15]1=[O:16])[c:27]1[cH:28][cH:29][c:30]([O:34][CH3:35])[c:31]([CH3:33])[n:32]1. Reactants: O=C([O-])[O-], CN(C)C=O, Cl, [Na+], [Na+], COc1cc(C=O)ccc1O, CS(=O)(=O)OCCCCCc1ccccc1. Product: COc1cc(C=O)ccc1OCCCCCc1ccccc1. As a reaction SMILES: [C:12](=[O:13])([O-:14])[O-:15].[CH3:35][N:36]([CH3:37])[CH:38]=[O:39].[ClH:34].[Na+:16].[Na+:17].[O:1]=[CH:2][c:3]1[cH:4][c:5]([O:6][CH3:7])[c:8]([OH:9])[cH:10][cH:11]1.[c:18]1([CH2:24][CH2:25][CH2:26][CH2:27][CH2:28][O:29][S:30]([CH3:31])(=[O:32])=[O:33])[cH:19][cH:20][cH:21][cH:22][cH:23]1>>[O:1]=[CH:2][c:3]1[cH:4][c:5]([O:6][CH3:7])[c:8]([O:9][CH2:28][CH2:27][CH2:26][CH2:25][CH2:24][c:18]2[cH:19][cH:20][cH:21][cH:22][cH:23]2)[cH:10][cH:11]1. The reactants are ClC1=CC=NC2=CC(=CC=C12)CN1C([C@@H](N(CC1)C(C=CC=1SC=C(C1)Br)=O)C)=O ((S)-1-(4-Chloroquinolin-7-ylmethyl)-4-[3-(4-bromothiophen-2-yl)acryloyl]-3-methyl piperazin-2-one), C1(=CC=CC=C1)O (phenol), C(C)(=O)[O-].[NH4+] (ammonium acetate). Conditions: temperature 120 celsius. The product is NC1=CC=NC2=CC(=CC=C12)CN1C([C@@H](N(CC1)C(C=CC=1SC=C(C1)Br)=O)C)=O ((S)-1-(4-Aminoquinolin-7-ylmethyl)-4-[3-(4-bromothiophen-2-yl)acryloyl]-3-methyl-piperazin-2-one). Isolated yield 62.2%. Reaction SMILES: Cl[C:2]1[C:11]2[C:6](=[CH:7][C:8]([CH2:12][N:13]3[CH2:18][CH2:17][N:16]([C:19](=[O:28])[CH:20]=[CH:21][C:22]4[S:23][CH:24]=[C:25]([Br:27])[CH:26]=4)[C@@H:15]([CH3:29])[C:14]3=[O:30])=[CH:9][CH:10]=2)[N:5]=[CH:4][CH:3]=1.C1(O)C=CC=CC=1.C([O-])(=O)C.[NH4+:42]>>[NH2:42][C:2]1[C:11]2[C:6](=[CH:7][C:8]([CH2:12][N:13]3[CH2:18][CH2:17][N:16]([C:19](=[O:28])[CH:20]=[CH:21][C:22]4[S:23][CH:24]=[C:25]([Br:27])[CH:26]=4)[C@@H:15]([CH3:29])[C:14]3=[O:30])=[CH:9][CH:10]=2)[N:5]=[CH:4][CH:3]=1 |f:2.3|. Reported procedure: (S)-1-(4-Chloroquinolin-7-ylmethyl)-4-[3-(4-bromothiophen-2-yl)acryloyl]-3-methyl piperazin-2-one (0.50 g, 0.9 mmol) is treated with phenol (˜2 g) and ammonium acetate (0.5 g, 6.4 mmol) and heated to 120° C. in a sealed vessel for 1 hour. Upon cooling, the solution is partitioned between 2 N NaOH and ethyl acetate. The organic layer is separated and washed with fresh 2 N NaOH (3×100 mL) and water. The organic layer is concentrated and the residue is purified by reverse phase HPLC (gradient eluti... Starting materials: ClCCCCCCO (6-chlorohexanol), C(C)(=O)O (acetic acid), O (water), N1=CC=CC=C1 (pyridine). Solvent: C1(=CC=CC=C1)C (toluene). Run at temperature 10 celsius. The product is C(C)(=O)OCCCCCCCl (6-acetoxy chlorohexane). Reaction SMILES: [Cl:1][CH2:2][CH2:3][CH2:4][CH2:5][CH2:6][CH2:7][OH:8].[C:9](O)(=[O:11])[CH3:10].N1C=CC=CC=1.O>C1(C)C=CC=CC=1>[C:9]([O:8][CH2:7][CH2:6][CH2:5][CH2:4][CH2:3][CH2:2][Cl:1])(=[O:11])[CH3:10]. Procedure details: 6-chlorohexanol (800 g) was added to anhydrous acetic acid (1,200 mL) cooled to 10° C. in an ice bath, and then pyridine (934 g) was dropped for 10 minutes. After the completion of dropping, they were refluxed for 2 hours. The reaction mixture was poured into water and toluene was further added and stirred. After neutralization the toluene layer with an aqueous saturated solution of sodium carbonate, it was washed with a small amount of water and further dried over anhydrous magnesium sulfate. T... The reactants are COC(=O)C1CN(C(C1)=O)C1=CC=C(C=C1)O ((RS)-1-(4-hydroxyphenyl)-5-oxo-pyrrolidine-3-carboxylic acid methyl ester), FC1=C(CBr)C(=CC(=C1)F)F (2,4,6-trifluorobenzyl bromide), COC(=O)C1CN(C(C1)=O)C1=CC=C(C=C1)OCC1=CC(=C(C(=C1)F)F)F ((RS)-5-oxo-1-[4-(3,4,5-trifluoro-benzyloxy)-phenyl]-pyrrolidine-3-carboxylic acid methyl ester). Procedure: The title compound is prepared by alkylation of the (RS)-1-(4-hydroxyphenyl)-5-oxo-pyrrolidine-3-carboxylic acid methyl ester with 2,4,6-trifluorobenzyl bromide giving the (RS)-5-oxo-1-[4-(3,4,5-trifluoro-benzyloxy)-phenyl]-pyrrolidine-3-carboxylic acid methyl ester as a white solid (99% of theory) which, thereupon, by treatment with methylamine in ethanol at 50° C. yields the (RS)-5-oxo-1-[4-(3,4,5-trifluoro-benzyloxy)-phenyl]-pyrrolidine-3-carboxylic acid methylamide. Yield: 99% of theory as a... Solvent: C(C)O (ethanol). Reaction SMILES: COC(C1CC(=O)[N:7](C2C=CC(O)=CC=2)[CH2:6]1)=O.FC1C=C(F)C=C(F)C=1CBr.C[O:30][C:31]([CH:33]1[CH2:37][C:36](=[O:38])[N:35]([C:39]2[CH:44]=[CH:43][C:42]([O:45][CH2:46][C:47]3[CH:52]=[C:51]([F:53])[C:50]([F:54])=[C:49]([F:55])[CH:48]=3)=[CH:41][CH:40]=2)[CH2:34]1)=O>C(O)C>[CH3:6][NH2:7].[CH3:6][NH:7][C:31]([CH:33]1[CH2:37][C:36](=[O:38])[N:35]([C:39]2[CH:44]=[CH:43][C:42]([O:45][CH2:46][C:47]3[CH:52]=[C:51]([F:53])[C:50]([F:54])=[C:49]([F:55])[CH:48]=3)=[CH:41][CH:40]=2)[CH2:34]1)=[O:30]. Yields the product CN (methylamine), CNC(=O)C1CN(C(C1)=O)C1=CC=C(C=C1)OCC1=CC(=C(C(=C1)F)F)F ((RS)-5-oxo-1-[4-(3,4,5-trifluoro-benzyloxy)-phenyl]-pyrrolidine-3-carboxylic acid methylamide). Starting materials: N1=CC=C(C=C1)COC1=CC=C2CCCC(C2=C1)=O (7-(Pyridin-4-ylmethoxy)-1,2,3,4-tetrahydronaphthalen-1-one), C(C1=CC=CC=C1)N (benzyl amine). The solvent is C1=CC=CC=C1 (benzene). Reaction conditions: temperature 80 celsius, time 30 minute. The product is C(C1=CC=CC=C1)NC1CCCC2=CC=C(C=C12)OCC1=CC=NC=C1 (N-Benzyl-1-amino-7-(pyridin-4-ylmethoxy)-1,2,3,4-tetrahydronaphthalene). The yield is 97.7%. RXN SMILES: [N:1]1[CH:6]=[CH:5][C:4]([CH2:7][O:8][C:9]2[CH:18]=[C:17]3[C:12]([CH2:13][CH2:14][CH2:15][C:16]3=O)=[CH:11][CH:10]=2)=[CH:3][CH:2]=1.[CH2:20]([NH2:27])[C:21]1[CH:26]=[CH:25][CH:24]=[CH:23][CH:22]=1>C1C=CC=CC=1>[CH2:20]([NH:27][CH:16]1[C:17]2[C:12](=[CH:11][CH:10]=[C:9]([O:8][CH2:7][C:4]3[CH:5]=[CH:6][N:1]=[CH:2][CH:3]=3)[CH:18]=2)[CH2:13][CH2:14][CH2:15]1)[C:21]1[CH:26]=[CH:25][CH:24]=[CH:23][CH:22]=1. Procedure: A solution of Compound 1 (820 mg, 3.24 mmol) and benzyl amine (354 μL, 3.24 mmol) in benzene (10 mL) was heated to reflux under azeotropic conditions. After the calculated amount of water was collected, the reaction was cooled and concentrated in vacuo. The residue was taken-up into ethanol (5 mL) and added to a slurry of sodium boroydride (246 mg, 6.48 mmol) in ethanol (15 mL). The reaction was heated to 80° C., stirred for 30 min, cooled and concentrated in vacuo. The residue was diluted with ... The reactants are solution, Cl (hydrogen chloride), C(C)(C)(C)OC(NC1CN(C1)C=1C2=C(N=C(N1)C1=NN(C3=NC=CC=C31)CC3=C(C=CC=C3)F)NC(C2(C)C)=O)=O (tert.-Butyl-(1-{2-[1-(2-fluorobenzyl)-1H-pyrazolo[3,4-b]pyridin-3-yl]-5,5-dimethyl-6-oxo-6,7-dihydro-5H-pyrrolo[2,3-d]pyrimidin-4-yl}azetidin-3-yl)carbamate). Solvent: C(C)OCC (diethyl ether). Run at time 4 hour. Yields the product NC1CN(C1)C=1C2=C(N=C(N1)C1=NN(C3=NC=CC=C31)CC3=C(C=CC=C3)F)NC(C2(C)C)=O (4-(3-Aminoazetidin-1-yl)-2-[1-(2-fluorobenzyl)-1H-pyrazolo[3,4-b]pyridin-3-yl]-5,5-dimethyl-5,7-dihydro-6H-pyrrolo[2,3-d]pyrimidin-6-one). RXN SMILES: Cl.C(OC(=O)[NH:8][CH:9]1[CH2:12][N:11]([C:13]2[C:14]3[C:38]([CH3:40])([CH3:39])[C:37](=[O:41])[NH:36][C:15]=3[N:16]=[C:17]([C:19]3[C:27]4[C:22](=[N:23][CH:24]=[CH:25][CH:26]=4)[N:21]([CH2:28][C:29]4[CH:34]=[CH:33][CH:32]=[CH:31][C:30]=4[F:35])[N:20]=3)[N:18]=2)[CH2:10]1)(C)(C)C>C(OCC)C>[NH2:8][CH:9]1[CH2:10][N:11]([C:13]2[C:14]3[C:38]([CH3:39])([CH3:40])[C:37](=[O:41])[NH:36][C:15]=3[N:16]=[C:17]([C:19]3[C:27]4[C:22](=[N:23][CH:24]=[CH:25][CH:26]=4)[N:21]([CH2:28][C:29]4[CH:34]=[CH:33][CH:32]=[CH:31][C:30]=4[F:35])[N:20]=3)[N:18]=2)[CH2:12]1. Procedure details: 0.66 ml of a 2N solution of hydrogen chloride in diethyl ether was added to 81 mg (0.13 mmol; purity 91%) of tert.-butyl-(1-[2-[1-(2-fluorobenzyl)-1H-pyrazolo[3,4-b]pyridin-3-yl]-5,5-dimethyl-6-oxo-6,7-dihydro-5H-pyrrolo[2,3-d]pyrimidin-4-yl]azetidin-3-yl)carbamate (example 62A) and it was stirred for 4 h at room temperature. The reaction solution was concentrated by evaporation and purified twice by preparative HPLC (acetonitrile/water (+0.1% trifluoroacetic acid) gradient). The concentrated fr...